Dataset: the Open Reaction Database (ORD), a public repository of structured organic reaction records. Task: describe an organic reaction: reactants, conditions, products, and yield The reactants are C(C)(C)(C)O[C@H](C)[C@@H]1N(C(OC1)=O)C1=NC(=NC=C1)NC(C)C1=CC(=NO1)C1=CC=C(C=C1)Cl ((4R)-4-((R)-1-(tert-butoxy)ethyl)-3-(2-((1-(3-(4-chlorophenyl)isoxazol-5-yl)ethyl)amino)pyrimidin-4-yl)oxazolidin-2-one), C(=O)(C(F)(F)F)O.O (TFA water). Yields the product ClC1=CC=C(C=C1)C1=NOC(=C1)[C@H](C)NC1=NC=CC(=N1)N1C(OC[C@@H]1[C@@H](C)O)=O ((R)-3-(2-(((S)-1-(3-(4-chlorophenyl)isoxazol-5-yl)ethyl)amino)pyrimidin-4-yl)-4-((R)-1-hydroxyethyl)oxazolidin-2-one), ClC1=CC=C(C=C1)C1=NOC(=C1)[C@@H](C)NC1=NC=CC(=N1)N1C(OC[C@@H]1[C@@H](C)O)=O ((R)-3-(2-(((R)-1-(3-(4-chlorophenyl)isoxazol-5-yl)ethyl)amino)pyrimidin-4-yl)-4-((R)-1-hydroxyethyl)oxazolidin-2-one). As a reaction SMILES: C([O:5][C@@H:6]([C@H:8]1[CH2:12][O:11][C:10](=[O:13])[N:9]1[C:14]1[CH:19]=[CH:18][N:17]=[C:16]([NH:20][CH:21]([C:23]2[O:27][N:26]=[C:25]([C:28]3[CH:33]=[CH:32][C:31]([Cl:34])=[CH:30][CH:29]=3)[CH:24]=2)[CH3:22])[N:15]=1)[CH3:7])(C)(C)C.C(O)(C(F)(F)F)=O.O>>[Cl:34][C:31]1[CH:32]=[CH:33][C:28]([C:25]2[CH:24]=[C:23]([C@@H:21]([NH:20][C:16]3[N:15]=[C:14]([N:9]4[C@@H:8]([C@H:6]([OH:5])[CH3:7])[CH2:12][O:11][C:10]4=[O:13])[CH:19]=[CH:18][N:17]=3)[CH3:22])[O:27][N:26]=2)=[CH:29][CH:30]=1.[Cl:34][C:31]1[CH:32]=[CH:33][C:28]([C:25]2[CH:24]=[C:23]([C@H:21]([NH:20][C:16]3[N:15]=[C:14]([N:9]4[C@@H:8]([C@H:6]([OH:5])[CH3:7])[CH2:12][O:11][C:10]4=[O:13])[CH:19]=[CH:18][N:17]=3)[CH3:22])[O:27][N:26]=2)=[CH:29][CH:30]=1 |f:1.2|. Reported procedure: (4R)-4-((R)-1-(tert-butoxy)ethyl)-3-(2-((1-(3-(4-chlorophenyl)isoxazol-5-yl)ethyl)amino)pyrimidin-4-yl)oxazolidin-2-one (3.50 g, 2.88 mmol) was treated with 90% TFA/water for 2 hours. Concentrated in vacuo and neutralized by passing through a column of MP-carbonate resin (6.0 g, 0.55 mmol/g eluting with MeOH/DCM/MeOH afforded the diastereomeric mixture. Chiral SFC chromatography on an OJ-H column (75 g/min, 120 bar, 21×250 mm) eluting 30% IPA+10 mM NH4OH/CO2 (v/v) to give (R)-3-(2-(((S)-1-(3-(4-...